This data is from the Open Reaction Database (ORD), a public repository of structured organic reaction records. The task is: describe an organic reaction: reactants, conditions, products, and yield Reactants: C=C1CCOC1=O, COCN(Cc1ccccc1)C[Si](C)(C)C, ClCCl, O=C(O)C(F)(F)F. Yields the product O=C1OCCC12CCN(Cc1ccccc1)C2. As a reaction SMILES: [CH2:17]=[C:18]1[C:19](=[O:20])[O:21][CH2:22][CH2:23]1.[CH2:1]([c:2]1[cH:3][cH:4][cH:5][cH:6][cH:7]1)[N:8]([CH2:9][Si:12]([CH3:13])([CH3:15])[CH3:16])[CH2:14][O:10][CH3:11].[Cl:31][CH2:32][Cl:33].[OH:24][C:25]([C:26]([F:27])([F:28])[F:29])=[O:30]>>[CH2:1]([c:2]1[cH:3][cH:4][cH:5][cH:6][cH:7]1)[N:8]1[CH2:9][CH2:17][C:18]2([CH2:14]1)[C:19](=[O:20])[O:21][CH2:22][CH2:23]2. Starting materials: ClC1=C(C=CC(=C1)C(=O)OC)CC(C)=O (1-(2-chloro-4-carbomethoxyphenyl)propan-2-one), OC(CN)C1=CC(=CC=C1)C(F)(F)F (2-hydroxy-2-(3-trifluoromethylphenyl)ethanamine). Product: ClC1=C(C=CC(=C1)C(=O)OC)CC(C)NCC(C1=CC(=CC=C1)C(F)(F)F)O (N-(2-(2-Chloro-4-carbomethoxyphenyl)-1-methylethyl)-2-hydroxy-2-(3-trifluoromethylphenyl)ethanamine). As a reaction SMILES: [Cl:1][C:2]1[CH:7]=[C:6]([C:8]([O:10][CH3:11])=[O:9])[CH:5]=[CH:4][C:3]=1[CH2:12][C:13](=O)[CH3:14].[OH:16][CH:17]([C:20]1[CH:25]=[CH:24][CH:23]=[C:22]([C:26]([F:29])([F:28])[F:27])[CH:21]=1)[CH2:18][NH2:19]>>[Cl:1][C:2]1[CH:7]=[C:6]([C:8]([O:10][CH3:11])=[O:9])[CH:5]=[CH:4][C:3]=1[CH2:12][CH:13]([NH:19][CH2:18][CH:17]([OH:16])[C:20]1[CH:25]=[CH:24][CH:23]=[C:22]([C:26]([F:28])([F:29])[F:27])[CH:21]=1)[CH3:14]. Procedure details: The title compound was prepared as in Example 1b from 1-(2-chloro-4-carbomethoxyphenyl)propan-2-one (2.32 g) and 2-hydroxy-2-(3-trifluoromethylphenyl)ethanamine (2.1 g). The compound crystallised from hexane m.p. 82°-94° as a 40:60 mixture of diastereoisomers. τ(CDCl3) 8.85 (3H,d,J=6 Hz), 6.8-7.6 (5H,m+2H replaceable by D2O), 6.1 (3H,s), 5.3 (1H,m), 2.7 (1H,d,J=8 Hz), 2.3-2.6 (4H,m), 2.1 (2H,d,J=8 Hz), 1.95 (1H,s). Reactants: O (water), BrC=1C=CC2=C(C=C(CCS2(=O)=O)C(=O)OC)C1 (methyl 7-bromo-1,1-dioxo-2,3-dihydro-1-benzothiepine-4-carboxylate), B(OC1=CC=C(C=C1)N1CCOCC1)([O-])[O-] (4-morpholinophenyl borate), C([O-])([O-])=O.[K+].[K+] (potassium carbonate). The reagents and catalysts are C=1C=CC(=CC1)[P](C=2C=CC=CC2)(C=3C=CC=CC3)[Pd]([P](C=4C=CC=CC4)(C=5C=CC=CC5)C=6C=CC=CC6)([P](C=7C=CC=CC7)(C=8C=CC=CC8)C=9C=CC=CC9)[P](C=1C=CC=CC1)(C=1C=CC=CC1)C=1C=CC=CC1 (tetrakistriphenylphosphinepalladium). Run in C1(=CC=CC=C1)C.C(C)O.O (toluene ethanol water). Run at time 1 hour. Product: O1CCN(CC1)C1=CC=C(C=C1)C=1C=CC2=C(C=C(CCS2(=O)=O)C(=O)OC)C1 (methyl 7-(4-morpholinophenyl)-1,1-dioxo-2,3-dihydro-1-benzothiepine-4-carboxylate). Isolated yield 70.7%. As a reaction SMILES: Br[C:2]1[CH:3]=[CH:4][C:5]2[S:11](=[O:13])(=[O:12])[CH2:10][CH2:9][C:8]([C:14]([O:16][CH3:17])=[O:15])=[CH:7][C:6]=2[CH:18]=1.B([O-])([O-])O[C:21]1[CH:26]=[CH:25][C:24]([N:27]2[CH2:32][CH2:31][O:30][CH2:29][CH2:28]2)=[CH:23][CH:22]=1.C(=O)([O-])[O-].[K+].[K+].O>C1(C)C=CC=CC=1.C(O)C.O.C1C=CC([P]([Pd]([P](C2C=CC=CC=2)(C2C=CC=CC=2)C2C=CC=CC=2)([P](C2C=CC=CC=2)(C2C=CC=CC=2)C2C=CC=CC=2)[P](C2C=CC=CC=2)(C2C=CC=CC=2)C2C=CC=CC=2)(C2C=CC=CC=2)C2C=CC=CC=2)=CC=1>[O:30]1[CH2:31][CH2:32][N:27]([C:24]2[CH:25]=[CH:26][C:21]([C:2]3[CH:3]=[CH:4][C:5]4[S:11](=[O:13])(=[O:12])[CH2:10][CH2:9][C:8]([C:14]([O:16][CH3:17])=[O:15])=[CH:7][C:6]=4[CH:18]=3)=[CH:22][CH:23]=2)[CH2:28][CH2:29]1 |f:2.3.4,6.7.8,^1:56,58,77,96|. Procedure details: Under argon atmosphere, a mixture of methyl 7-bromo-1,1-dioxo-2,3-dihydro-1-benzothiepine-4-carboxylate (0.7 g), 4-morpholinophenyl borate (481 mg) and potassium carbonate (0.59 g) in toluene/ethanol/water (20/2/2 ml) was stirred at room temperature for 1 hour. To the mixture was added tetrakistriphenylphosphinepalladium (0.12 g), and the mixture was refluxed for 20 hours and cooled. To the mixture was added water, and the mixture was extracted with ethyl acetate. The organic layer was washed wi... Starting materials: COc1ccc(COc2ccc(-c3cnc4[nH]cc(-c5ccc(O)nc5)c4c3)cc2OC)cc1, ClCCl, O=C(O)C(F)(F)F. Product: COc1cc(-c2cnc3[nH]cc(-c4ccc(O)nc4)c3c2)ccc1O. RXN SMILES: [CH3:1][O:2][c:3]1[cH:4][c:5](-[c:19]2[cH:20][c:21]3[c:22]([n:23][cH:24]2)[nH:25][cH:26][c:27]3-[c:28]2[cH:29][cH:30][c:31]([OH:34])[n:32][cH:33]2)[cH:6][cH:7][c:8]1[O:9][CH2:10][c:11]1[cH:12][cH:13][c:14]([O:15][CH3:16])[cH:17][cH:18]1.[Cl:42][CH2:43][Cl:44].[F:35][C:36]([F:37])([F:38])[C:39]([OH:40])=[O:41]>>[CH3:1][O:2][c:3]1[cH:4][c:5](-[c:19]2[cH:20][c:21]3[c:22]([n:23][cH:24]2)[nH:25][cH:26][c:27]3-[c:28]2[cH:29][cH:30][c:31]([OH:34])[n:32][cH:33]2)[cH:6][cH:7][c:8]1[OH:9]. Reactants: COC(C1=C(C=C(C=C1)C)OCCCCOC)=O (2-(4-methoxybutoxy)-4-methyl-benzoic acid methyl ester), BrN1C(CCC1=O)=O (N-bromosuccinimide), 2',2"-azoisobutyronitrile, C(C1=CC=CC=C1)(=O)OOC(C1=CC=CC=C1)=O (dibenzoyl peroxide). Procedure details: The 2-(4-methoxybutoxy)-4-(morpholin-4-ylmethyl)-benzoic acid methyl ester that is used is prepared as follows: A mixture of 2-(4-methoxybutoxy)-4-methyl-benzoic acid methyl ester (1.0 g), N-bromosuccinimide (0.70 g), 2',2"-azoisobutyronitrile (23 mg) and dibenzoyl peroxide (34 mg) in carbon tetrachloride (10 ml) is stirred under reflux for 5 hours. After cooling to room temperature, the precipitate is filtered off, morpholine (1.03 ml) is added to the filtrate, and stirring is carried out for a... As a reaction SMILES: [CH3:1][O:2][C:3](=[O:18])[C:4]1[CH:9]=[CH:8][C:7]([CH3:10])=[CH:6][C:5]=1[O:11][CH2:12][CH2:13][CH2:14][CH2:15][O:16][CH3:17].Br[N:20]1[C:24](=O)[CH2:23][CH2:22][C:21]1=O.C(OOC(=O)C1C=CC=CC=1)(=[O:34])C1C=CC=CC=1>C(Cl)(Cl)(Cl)Cl>[CH3:1][O:2][C:3](=[O:18])[C:4]1[CH:9]=[CH:8][C:7]([CH2:10][N:20]2[CH2:24][CH2:23][O:34][CH2:22][CH2:21]2)=[CH:6][C:5]=1[O:11][CH2:12][CH2:13][CH2:14][CH2:15][O:16][CH3:17]. The solvent is C(Cl)(Cl)(Cl)Cl (carbon tetrachloride). Yields the product COC(C1=C(C=C(C=C1)CN1CCOCC1)OCCCCOC)=O (2-(4-methoxybutoxy)-4-(morpholin-4-ylmethyl)-benzoic acid methyl ester). Run at time 2 hour. The reactants are C(C1=CC=CC=C1)OC1=CC=C(C=C1)CC(=O)NC1=C(C(=NN1C)C1=CC=C(C=C1)F)C1=CC=NC=C1 (5-(4-benzyloxyphenylacetylamino)-3-(4-fluorophenyl)-1-methyl-4-(4-pyridyl)pyrazole), C1=CCCCC1 (cyclohexene). Reagents/catalysts: [OH-].[Pd+2].[OH-].[C] (palladium hydroxide carbon). Run in C(C)O (ethanol). Product: OC1=CC=C(C=C1)CC(=O)NC1=C(C(=NN1C)C1=CC=C(C=C1)F)C1=CC=NC=C1 (5-(4-hydroxyphenylacetylamino)-3-(4-fluorophenyl)-1-methyl-4-(4-pyridyl)pyrazole). Isolated yield 68.2%. RXN SMILES: C([O:8][C:9]1[CH:14]=[CH:13][C:12]([CH2:15][C:16]([NH:18][C:19]2[N:23]([CH3:24])[N:22]=[C:21]([C:25]3[CH:30]=[CH:29][C:28]([F:31])=[CH:27][CH:26]=3)[C:20]=2[C:32]2[CH:37]=[CH:36][N:35]=[CH:34][CH:33]=2)=[O:17])=[CH:11][CH:10]=1)C1C=CC=CC=1.C1CCCCC=1>[OH-].[Pd+2].[OH-].[C].C(O)C>[OH:8][C:9]1[CH:14]=[CH:13][C:12]([CH2:15][C:16]([NH:18][C:19]2[N:23]([CH3:24])[N:22]=[C:21]([C:25]3[CH:30]=[CH:29][C:28]([F:31])=[CH:27][CH:26]=3)[C:20]=2[C:32]2[CH:33]=[CH:34][N:35]=[CH:36][CH:37]=2)=[O:17])=[CH:11][CH:10]=1 |f:2.3.4.5|. Reported procedure: Under a stream of argon gas, 0.11 g of 5-(4-benzyloxyphenylacetylamino)-3-(4-fluorophenyl)-1-methyl-4-(4-pyridyl)pyrazole, 22.9 mg of palladium hydroxide-carbon, and 8 ml of cyclohexene were added to 15 ml of ethanol followed by heating under reflux for 23 hours. After the reaction mixture was cooled to room temperature, the catalyst was filtered off and the solvent was distilled off under reduced pressure. The resulting residue was purified by column chromatography using 30 g of silica gel [wit... Starting materials: O=C([O-])[O-], CO, CC(=O)OCC(=O)N1CCC(c2ccc(N3CC(CNC(=O)C(Cl)Cl)OC3=O)cc2F)CC1, [K+], [K+]. The product is O=C(NCC1CN(c2ccc(C3CCN(C(=O)CO)CC3)c(F)c2)C(=O)O1)C(Cl)Cl. Reaction SMILES: [C:34](=[O:35])([O-:36])[O-:37].[CH3:40][OH:41].[Cl:1][CH:2]([C:3](=[O:4])[NH:5][CH2:6][CH:7]1[CH2:8][N:9]([c:13]2[cH:14][c:15]([F:32])[c:16]([CH:19]3[CH2:20][CH2:21][N:22]([C:25]([CH2:26][O:27][C:28](=[O:29])[CH3:30])=[O:31])[CH2:23][CH2:24]3)[cH:17][cH:18]2)[C:10](=[O:12])[O:11]1)[Cl:33].[K+:38].[K+:39]>>[Cl:1][CH:2]([C:3](=[O:4])[NH:5][CH2:6][CH:7]1[CH2:8][N:9]([c:13]2[cH:14][c:15]([F:32])[c:16]([CH:19]3[CH2:20][CH2:21][N:22]([C:25]([CH2:26][OH:27])=[O:31])[CH2:23][CH2:24]3)[cH:17][cH:18]2)[C:10](=[O:12])[O:11]1)[Cl:33].